Dataset: the Open Reaction Database (ORD), a public repository of structured organic reaction records. Task: describe an organic reaction: reactants, conditions, products, and yield Reactants: O=C([O-])O, Cc1ccc(C(O)C(C)(C)Oc2cccc(C)c2C)cc1, Cc1ccccc1, [Na+], O=S(=O)([O-])C(F)(F)F. The product is Cc1ccc(C2c3ccc(C)c(C)c3OC2(C)C)cc1. As a reaction SMILES: [C:30](=[O:31])([O-:32])[OH:33].[CH3:1][c:2]1[c:3]([O:4][C:5]([CH:6]([OH:7])[c:8]2[cH:9][cH:10][c:11]([CH3:14])[cH:12][cH:13]2)([CH3:15])[CH3:16])[cH:17][cH:18][cH:19][c:20]1[CH3:21].[CH3:35][c:36]1[cH:37][cH:38][cH:39][cH:40][cH:41]1.[Na+:34].[O-:22][S:23]([C:24]([F:25])([F:26])[F:27])(=[O:28])=[O:29]>>[CH3:1][c:2]1[c:3]2[c:17]([cH:18][cH:19][c:20]1[CH3:21])[CH:6]([c:8]1[cH:9][cH:10][c:11]([CH3:14])[cH:12][cH:13]1)[C:5]([CH3:15])([CH3:16])[O:4]2. Reactants: BrC1=CC=CC2=C1CN(CCO2)C(=O)OC(C)(C)C (tert-butyl 6-bromo-2,3-dihydro-1,4-benzoxazepine-4(5H)-carboxylate), C1(=CC=C(C=C1)S(=O)(=O)O)C.C[C@@H]1NCCOC1 ((3S)-3-methylmorpholine p-toluenesulfonate), 2-dicyclohexylphosphino-2′,4′,6′-triisopropylbiphenyl(X-phos), CC(C)([O-])C.[Na+] (sodium tert-butoxide), C1(=CC=CC=C1)C (toluene). The reagents and catalysts are C=1C=CC(=CC1)/C=C/C(=O)/C=C/C2=CC=CC=C2.C=1C=CC(=CC1)/C=C/C(=O)/C=C/C2=CC=CC=C2.C=1C=CC(=CC1)/C=C/C(=O)/C=C/C2=CC=CC=C2.[Pd].[Pd] (tris(dibenzylideneacetone)dipalladium(0)). Solvent: O (water). Product: C[C@@H]1N(CCOC1)C1=CC2=C(CN(CCO2)C(=O)OC(C)(C)C)C=C1 (tert-butyl 8-[(3S)-3-methylmorpholin-4-yl]-2,3-dihydro-1,4-benzoxazepine-4(5H)-carboxylate). The yield is 79.3%. RXN SMILES: Br[C:2]1[C:7]2[CH2:8][N:9]([C:13]([O:15][C:16]([CH3:19])([CH3:18])[CH3:17])=[O:14])[CH2:10][CH2:11][O:12][C:6]=2[CH:5]=[CH:4][CH:3]=1.C1(C)C=CC(S(O)(=O)=O)=CC=1.[CH3:31][C@H:32]1[CH2:37][O:36][CH2:35][CH2:34][NH:33]1.CC(C)([O-])C.[Na+].C1(C)C=CC=CC=1>C1C=CC(/C=C/C(/C=C/C2C=CC=CC=2)=O)=CC=1.C1C=CC(/C=C/C(/C=C/C2C=CC=CC=2)=O)=CC=1.C1C=CC(/C=C/C(/C=C/C2C=CC=CC=2)=O)=CC=1.[Pd].[Pd].O>[CH3:31][C@H:32]1[CH2:37][O:36][CH2:35][CH2:34][N:33]1[C:4]1[CH:3]=[CH:2][C:7]2[CH2:8][N:9]([C:13]([O:15][C:16]([CH3:19])([CH3:18])[CH3:17])=[O:14])[CH2:10][CH2:11][O:12][C:6]=2[CH:5]=1 |f:1.2,3.4,6.7.8.9.10|. Reported procedure: A solution of tert-butyl 6-bromo-2,3-dihydro-1,4-benzoxazepine-4(5H)-carboxylate (500 mg, 1.52 mmol), (3S)-3-methylmorpholine p-toluenesulfonate (416 mg, 1.52 mmol), 2-dicyclohexylphosphino-2′,4′,6′-triisopropylbiphenyl(X-phos) (58.0 mg, 0.122 mmol), tris(dibenzylideneacetone)dipalladium(0) (27.8 mg, 0.0304 mmol), sodium tert-butoxide (365 mg, 3.80 mmol) and toluene (6 ml) was stirred under an argon atmosphere at 100° C. for 12 hr. The reaction mixture was poured into water, and the mixture was ... Starting materials: C([O-])([O-])=O.[K+].[K+] (Potassium carbonate), OC=1C=C(C=CC1)NC(=O)N (3-hydroxyphenylurea), C1(CCCCCC1)NC(CCCCN(CCCl)CC1=CC=CC=C1)=O (N-cycloheptyl-5-[benzyl-(2-chloroethyl)amino]pentanamide). The solvent is CN(C=O)C (dimethylformamide), CN(C=O)C (dimethylformamide). Conditions: temperature 20 celsius, time 10 minute. The product is C1(CCCCCC1)NC(CCCCN(CCOC1=CC(=CC=C1)NC(=O)N)CC1=CC=CC=C1)=O (N-cycloheptyl-5-[benzyl{2-(3-(aminocarbonylamino)phenoxy)ethyl}amino]pentanamide). Reaction SMILES: C(=O)([O-])[O-].[K+].[K+].[OH:7][C:8]1[CH:9]=[C:10]([NH:14][C:15]([NH2:17])=[O:16])[CH:11]=[CH:12][CH:13]=1.[CH:18]1([NH:25][C:26](=[O:42])[CH2:27][CH2:28][CH2:29][CH2:30][N:31]([CH2:35][C:36]2[CH:41]=[CH:40][CH:39]=[CH:38][CH:37]=2)[CH2:32][CH2:33]Cl)[CH2:24][CH2:23][CH2:22][CH2:21][CH2:20][CH2:19]1>CN(C)C=O>[CH:18]1([NH:25][C:26](=[O:42])[CH2:27][CH2:28][CH2:29][CH2:30][N:31]([CH2:35][C:36]2[CH:37]=[CH:38][CH:39]=[CH:40][CH:41]=2)[CH2:32][CH2:33][O:7][C:8]2[CH:13]=[CH:12][CH:11]=[C:10]([NH:14][C:15]([NH2:17])=[O:16])[CH:9]=2)[CH2:19][CH2:20][CH2:21][CH2:22][CH2:23][CH2:24]1 |f:0.1.2|. Procedure: Potassium carbonate (0.92 g, 6.6 mmole) is added to a solution of 3-hydroxyphenylurea (1 g, 6.6 mmole) in dimethylformamide (20 ml) and said mixture is stirred for 10 minutes at 20° C. A solution of N-cycloheptyl-5-[benzyl-(2-chloroethyl)amino]pentanamide (2.21 g, 6 mmole) in dimethylformamide (20 ml) is then added dropwise, the mixture being kept under agitation for 4 hours at 80° C. The solvent is evaporated under reduced pressure, then the residue is taken up in dichloromethane (50 ml) and wa... Starting materials: C(C)OC(CC(=O)OCC)C1=CC=C(C=C1)O (Ethyl 3-ethoxy-3-(4-hydroxyphenyl)propionate), ClC=1C=C(C=CC1)[C@H](C)O ((1S)-1-(3-chlorophenyl)ethanol), C1(=CC=CC=C1)P(C1=CC=CC=C1)C1=CC=CC=C1 (triphenylphosphine), C1(=CC=CC=C1)C.N(=NC(=O)OCC)C(=O)OCC (diethyl azodicarboxylate toluene). Solvent: O1CCCC1 (tetrahydrofuran). Conditions: temperature 50 celsius, time 4 hour. The product is ClC=1C=C(C=CC1)[C@@H](C)OC1=CC=C(C=C1)C(CC(=O)OCC)OCC (Ethyl 3-{4-[(1R)-1-(3-chlorophenyl)ethoxy]phenyl}-3-ethoxypropionate). The yield is 90.0%. Reaction SMILES: [CH2:1]([O:3][CH:4]([C:11]1[CH:16]=[CH:15][C:14]([OH:17])=[CH:13][CH:12]=1)[CH2:5][C:6]([O:8][CH2:9][CH3:10])=[O:7])[CH3:2].[Cl:18][C:19]1[CH:20]=[C:21]([C@@H:25](O)[CH3:26])[CH:22]=[CH:23][CH:24]=1.C1(P(C2C=CC=CC=2)C2C=CC=CC=2)C=CC=CC=1.C1(C)C=CC=CC=1.N(C(OCC)=O)=NC(OCC)=O>O1CCCC1>[Cl:18][C:19]1[CH:20]=[C:21]([C@H:25]([O:17][C:14]2[CH:13]=[CH:12][C:11]([CH:4]([O:3][CH2:1][CH3:2])[CH2:5][C:6]([O:8][CH2:9][CH3:10])=[O:7])=[CH:16][CH:15]=2)[CH3:26])[CH:22]=[CH:23][CH:24]=1 |f:3.4|. Procedure: Ethyl 3-ethoxy-3-(4-hydroxyphenyl)propionate (100 mg, 0.420 mmol) produced in Example 1 (1C) and (1S)-1-(3-chlorophenyl)ethanol (99 mg, 0.630 mmol) were dissolved in tetrahydrofuran (10 mL), and triphenylphosphine (178 mg, 0.680 mmol) and a 40% diethyl azodicarboxylate toluene solution (309 μL, 0.680 mmol) were added thereto at room temperature, and then, the resulting mixture was stirred under a nitrogen atmosphere at 50° C. for 4 hours. After the reaction solution was cooled to room temperatur... The reactants are COc1ccc(B(O)O)c(OC)c1OC, CCCNC(=O)c1nnc2c(Br)cccc2c1N. The product is CCCNC(=O)c1nnc2c(-c3ccc(OC)c(OC)c3OC)cccc2c1N. Reaction SMILES: [CH3:19][O:20][c:21]1[c:22]([B:31]([OH:32])[OH:33])[cH:23][cH:24][c:25]([O:29][CH3:30])[c:26]1[O:27][CH3:28].[NH2:1][c:2]1[c:3]([C:13](=[O:14])[NH:15][CH2:16][CH2:17][CH3:18])[n:4][n:5][c:6]2[c:7]([Br:12])[cH:8][cH:9][cH:10][c:11]12>>[NH2:1][c:2]1[c:3]([C:13](=[O:14])[NH:15][CH2:16][CH2:17][CH3:18])[n:4][n:5][c:6]2[c:7](-[c:22]3[c:21]([O:20][CH3:19])[c:26]([O:27][CH3:28])[c:25]([O:29][CH3:30])[cH:24][cH:23]3)[cH:8][cH:9][cH:10][c:11]12. Starting materials: O1CCOCC1 (Dioxane), IC1=CN=C2N1C(=CC(=C2)C2=CC=CC=C2)OC (3-iodo-5-methoxy-7-phenylimidazo[1,2-a]pyridine), CC1(OB(OC1(C)C)C=1C=C(SC1)C(=O)OC)C (methyl 4-(4,4,5,5-tetramethyl-1,3,2-dioxaborolan-2-yl)thiophene-2-carboxylate), C([O-])(O)=O.[Na+] (sodium bicarbonate). The reagents and catalysts are C=1C=CC(=CC1)/C=C/C(=O)/C=C/C2=CC=CC=C2.C=1C=CC(=CC1)/C=C/C(=O)/C=C/C2=CC=CC=C2.C=1C=CC(=CC1)/C=C/C(=O)/C=C/C2=CC=CC=C2.[Pd].[Pd] (tris(dibenzylideneacetone)dipalladium). The solvent is O (water). Run at temperature 90 celsius. The product is COC1=CC(=CC=2N1C(=CN2)C=2C=C(SC2)C(=O)OC)C2=CC=CC=C2 (methyl 4-(5-methoxy-7-phenylimidazo[1,2-a]pyridin-3-yl)thiophene-2-carboxylate). RXN SMILES: I[C:2]1[N:6]2[C:7]([O:17][CH3:18])=[CH:8][C:9]([C:11]3[CH:16]=[CH:15][CH:14]=[CH:13][CH:12]=3)=[CH:10][C:5]2=[N:4][CH:3]=1.CC1(C)C(C)(C)OB([C:27]2[CH:28]=[C:29]([C:32]([O:34][CH3:35])=[O:33])[S:30][CH:31]=2)O1.C(=O)(O)[O-].[Na+].O1CCOCC1>C1C=CC(/C=C/C(/C=C/C2C=CC=CC=2)=O)=CC=1.C1C=CC(/C=C/C(/C=C/C2C=CC=CC=2)=O)=CC=1.C1C=CC(/C=C/C(/C=C/C2C=CC=CC=2)=O)=CC=1.[Pd].[Pd].O>[CH3:18][O:17][C:7]1[N:6]2[C:2]([C:27]3[CH:28]=[C:29]([C:32]([O:34][CH3:35])=[O:33])[S:30][CH:31]=3)=[CH:3][N:4]=[C:5]2[CH:10]=[C:9]([C:11]2[CH:16]=[CH:15][CH:14]=[CH:13][CH:12]=2)[CH:8]=1 |f:2.3,5.6.7.8.9|. Procedure details: 3-iodo-5-methoxy-7-phenylimidazo[1,2-a]pyridine (166 mg, 0.474 mmol), methyl 4-(4,4,5,5-tetramethyl-1,3,2-dioxaborolan-2-yl)thiophene-2-carboxylate (254 mg, 0.948 mmol), tetrakis(triphenylphosphine)palladium (0) (55.0 mg, 0.047 mmol), and sodium bicarbonate (150 mg, 1.42 mmol) were added to a dry flask. Dioxane (5 ml) and water (0.5 ml) were added and the reaction mixture was sparged with argon for 3 minutes. The reaction mixture was heated to 90° C. After 6 h the reaction mixture was cooled to ...